Task: describe an organic reaction: reactants, conditions, products, and yield. Dataset: the Open Reaction Database (ORD), a public repository of structured organic reaction records Reactants: mixture ( i ), ClCCN(CCCl)CCCl (tris(2-chloroethyl)amine), COCCO (2-methoxyethanol). The product is C(COCCOC)N(CCOCCOC)CCOCCOC (Tris(3,6-dioxaheptyl)amine). RXN SMILES: Cl[CH2:2][CH2:3][N:4]([CH2:8][CH2:9]Cl)[CH2:5][CH2:6]Cl.[CH3:11][O:12][CH2:13][CH2:14][OH:15]>>[CH2:3]([N:4]([CH2:8][CH2:9][O:15][CH2:14][CH2:13][O:12][CH3:11])[CH2:5][CH2:6][O:15][CH2:14][CH2:13][O:12][CH3:11])[CH2:2][O:15][CH2:14][CH2:13][O:12][CH3:11]. Procedure details: To the aforesaid reaction mixture (i), 51.6 g tris(2-chloroethyl)amine chlorhydrate (0.215 moles) were added. The mixture was then heated with reflux of 2-methoxyethanol (125° C.) for 12 hours, followed by the distillation of the solvent under reduced pressure. The excess sodium 2-methoxyethanolate was then neutralized by addition of 11.6 cm3 aqueous HCl (10 N). The sodium chloride was filtered off and the solution distilled. Starting materials: C(C)(=O)N1CCC(CC1)=O (N-acetyl-4-piperidone), FC1=CC=C(CNC)C=C1 (N-(4-fluorobenzyl)-N-methylamine). The product is C(C)(=O)N1CCC(CC1)N(C)CC1=CC=C(C=C1)F (1-acetyl-4-(N-(4-fluorobenzyl)-N-methylamino)piperidine). The yield is 67.8%. As a reaction SMILES: [C:1]([N:4]1[CH2:9][CH2:8][C:7](=O)[CH2:6][CH2:5]1)(=[O:3])[CH3:2].[F:11][C:12]1[CH:20]=[CH:19][C:15]([CH2:16][NH:17][CH3:18])=[CH:14][CH:13]=1>>[C:1]([N:4]1[CH2:9][CH2:8][CH:7]([N:17]([CH2:16][C:15]2[CH:19]=[CH:20][C:12]([F:11])=[CH:13][CH:14]=2)[CH3:18])[CH2:6][CH2:5]1)(=[O:3])[CH3:2]. Reported procedure: 17.1 g (0.14 mol) of N-acetyl-4-piperidone and 16.9 g (0.14 mol) of N-(4-fluorobenzyl)-N-methylamine were reacted in a similar manner to Preparation 6. 25.1 g of 1-acetyl-4-(N-(4-fluorobenzyl)-N-methylamino)piperidine were obtained. The reactants are C(C)(C)(C)C1=CC=C(C=C1)C(C)=O (1-(4-tert-butylphenyl)ethanone), [O-]CC.[Na+] (sodium ethoxide), C(C(=O)OCC)(=O)OCC (diethyl oxalate). Solvent: C1(=CC=CC=C1)C (toluene), C(C)O (ethanol), C1(=CC=CC=C1)C (toluene). The product is C(C)(C)(C)C1=CC=C(C=C1)C(CC(C(=O)OCC)=O)=O (ethyl 4-(4-tert-butylphenyl)-2,4-dioxobutanoate). Isolated yield 100.0%. As a reaction SMILES: [O-]CC.[Na+].[C:5]([O:12][CH2:13][CH3:14])(=[O:11])[C:6]([O:8]CC)=O.[C:15]([C:19]1[CH:24]=[CH:23][C:22]([C:25](=[O:27])[CH3:26])=[CH:21][CH:20]=1)([CH3:18])([CH3:17])[CH3:16]>C(O)C.C1(C)C=CC=CC=1>[C:15]([C:19]1[CH:20]=[CH:21][C:22]([C:25](=[O:27])[CH2:26][C:6](=[O:8])[C:5]([O:12][CH2:13][CH3:14])=[O:11])=[CH:23][CH:24]=1)([CH3:18])([CH3:16])[CH3:17] |f:0.1|. Reported procedure: To a cooled solution, <5° C., of sodium ethoxide (4.4 g, 64.6 mmol) in ethanol, diethyl oxalate (7.71 mL, 56.7 mmol) in toluene (150 mL) was added. The reaction mixture was stirred for 30 min, before the addition of 1-(4-tert-butylphenyl)ethanone (56.7 mmol, 10 g) dropwise in toluene (20 mL) (via pressurised dropping funnel). The reaction mixture was stirred overnight to room temperature and then evaporated to low volume. Acetic acid was added and the resultant precipitate was filtered and washe... Product: ClC1=CC(=C(C=C1)[C@@H](CC(=O)C1=CC(=NC=C1)C)C1=CC=C(C(=O)O)C=C1)C (4-[(S)-1-(4-Chloro-2-methyl-phenyl)-3-(2-methyl-pyridin-4-yl)-3-oxo-propyl]-benzoic acid). As a reaction SMILES: C[O:2][C:3](=[O:29])[C:4]1[CH:9]=[CH:8][C:7]([C@@H:10]([C:21]2[CH:26]=[CH:25][C:24]([Cl:27])=[CH:23][C:22]=2[CH3:28])[CH2:11][C:12]([C:14]2[CH:19]=[CH:18][N:17]=[C:16]([CH3:20])[CH:15]=2)=[O:13])=[CH:6][CH:5]=1.[OH-].[Li+]>>[Cl:27][C:24]1[CH:25]=[CH:26][C:21]([C@H:10]([C:7]2[CH:6]=[CH:5][C:4]([C:3]([OH:29])=[O:2])=[CH:9][CH:8]=2)[CH2:11][C:12]([C:14]2[CH:19]=[CH:18][N:17]=[C:16]([CH3:20])[CH:15]=2)=[O:13])=[C:22]([CH3:28])[CH:23]=1 |f:1.2|. Reported procedure: In analogy to example 272, step 2, from 4-[(S)-1-(4-chloro-2-methyl-phenyl)-3-(2-methyl-pyridin-4-yl)-3-oxo-propyl]-benzoic acid methyl ester in presence of 1 M aq. lithium hydroxide solution was prepared the title compound as an off-white solid, MS (ESI−): m/z=392.0 ([M−H]−). The reactants are COC(C1=CC=C(C=C1)[C@H](CC(=O)C1=CC(=NC=C1)C)C1=C(C=C(C=C1)Cl)C)=O (4-[(S)-1-(4-chloro-2-methyl-phenyl)-3-(2-methyl-pyridin-4-yl)-3-oxo-propyl]-benzoic acid methyl ester), [OH-].[Li+] (lithium hydroxide). Reported procedure: Ethyl 2,4,5-trifluoro-3-isopropyloxybenzoylacetate (2.9 g) was stirred together with ethyl orthoformate (2.4 g) and acetic anhydride (2.8 g) at 140° C. for 1 hour while removing distillate. The reaction mixture was concentrated under reduced pressure at the same temperature. After the residue was allowed to cool, a process of adding toluene (10 ml) to the residue and then concentrating the mixture under reduced pressure was conducted twice repeatedly. Ethyl 3-ethoxy-2-(2,4,5-trifluoro-3-isopropy... As a reaction SMILES: [F:1][C:2]1[C:15]([O:16][CH:17]([CH3:19])[CH3:18])=[C:14]([F:20])[C:13]([F:21])=[CH:12][C:3]=1[C:4]([CH2:6][C:7]([O:9][CH2:10][CH3:11])=[O:8])=[O:5].[CH:22]([O-])([O-])[O:23][CH2:24][CH3:25].C(OC(=O)C)(=O)C>>[CH2:24]([O:23][CH:22]=[C:6]([C:4](=[O:5])[C:3]1[CH:12]=[C:13]([F:21])[C:14]([F:20])=[C:15]([O:16][CH:17]([CH3:18])[CH3:19])[C:2]=1[F:1])[C:7]([O:9][CH2:10][CH3:11])=[O:8])[CH3:25]. The reactants are FC1=C(C(=O)CC(=O)OCC)C=C(C(=C1OC(C)C)F)F (Ethyl 2,4,5-trifluoro-3-isopropyloxybenzoylacetate), C(OCC)([O-])[O-] (ethyl orthoformate), C(C)(=O)OC(C)=O (acetic anhydride). Product: C(C)OC=C(C(=O)OCC)C(C1=C(C(=C(C(=C1)F)F)OC(C)C)F)=O (Ethyl 3-ethoxy-2-(2,4,5-trifluoro-3-isopropyloxybenzoyl)acrylate). Reactants: N1([C@H](C(=O)N[C@@H](CC2=CC=CC=C2)C(=O)N[C@@H](CC2=CC=CC=C2)C(=O)NCC(=O)O)CCC1)C(=O)OC(C)(C)C.OC1[C@H](O)[C@@H](O)[C@@H](O)[C@H](O1)CO.N[C@@H](CCSC)C(=O)N (BocPro-Phe-Phe-Gly Gal MetNH2), Cl (hydrogen chloride). The solvent is C(C)(=O)O (acetic acid). Product: N1[C@H](C(=O)N[C@@H](CC2=CC=CC=C2)C(=O)N[C@@H](CC2=CC=CC=C2)C(=O)NCC(=O)O)CCCC1.OC1[C@H](O)[C@@H](O)[C@@H](O)[C@H](O1)CO.N[C@@H](CCSC)C(=O)N (HPro-Phe-Phe-Gly Gal MetNH2). RXN SMILES: N1(C(OC(C)(C)C)=O)CCC[C@H]1C([NH:5][C@H:6]([C:14]([NH:16][C@H:17]([C:25]([NH:27][CH2:28][C:29]([OH:31])=[O:30])=[O:26])[CH2:18][C:19]1[CH:24]=[CH:23][CH:22]=[CH:21][CH:20]=1)=[O:15])[CH2:7][C:8]1[CH:13]=[CH:12][CH:11]=[CH:10][CH:9]=1)=O.[OH:42][CH:43]1[O:51][C@H:50]([CH2:52][OH:53])[C@H:48]([OH:49])[C@H:46]([OH:47])[C@H:44]1[OH:45].[NH2:54][C@H:55]([C:60]([NH2:62])=[O:61])[CH2:56][CH2:57][S:58][CH3:59].Cl>C(O)(=O)C>[NH:54]1[CH2:43][CH2:44][CH2:46][CH2:48][C@H:50]1[C:52]([NH:5][C@H:6]([C:14]([NH:16][C@H:17]([C:25]([NH:27][CH2:28][C:29]([OH:31])=[O:30])=[O:26])[CH2:18][C:19]1[CH:20]=[CH:21][CH:22]=[CH:23][CH:24]=1)=[O:15])[CH2:7][C:8]1[CH:13]=[CH:12][CH:11]=[CH:10][CH:9]=1)=[O:53].[OH:42][CH:43]1[O:51][C@H:50]([CH2:52][OH:53])[C@H:48]([OH:49])[C@H:46]([OH:47])[C@H:44]1[OH:45].[NH2:54][C@H:55]([C:60]([NH2:62])=[O:61])[CH2:56][CH2:57][S:58][CH3:59] |f:0.1.2,5.6.7|. Procedure details: Condensation of BocPro-Phe-Phe-GlyOH (1.61 g.) and HGal-MetNH2 dihydrochloride salt (0.70 g.) using dicyclohexylcarbodiimide and 4-dimethylaminopyridine as catalyst gave BocPro-Phe-Phe-Gly-Gal-MetNH2 in 28% yield. De-t-butoxycarbonylation of BocPro-Phe-Phe-Gly-Gal-MetNH2 (0.44 g.) using hydrogen chloride in acetic acid gave HPro-Phe-Phe-Gly-Gal-MetNH2, which was isolated as the amorphous white solid dihydrochloride acetate salt hydrate in 35% yield.